describe an organic reaction: reactants, conditions, products, and yield From a dataset of the Open Reaction Database (ORD), a public repository of structured organic reaction records. The reactants are FC1=CC=C(C=C1)C1=C(C(CC(C1)(C)C)(C)C)/C=C/[C@H]1C[C@@H](CC(O1)=O)O (Trans-(E)-6-[2-[2-(4-fluorophenyl)-4,4,6,6-tetramethylcyclohexenyl]ethenyl]-3,4,5,6-tetrahydro-4-hydroxy-2H-pyran-2-one), [OH-].[Na+] (NaOH). The solvent is C(C)O (ethanol). Conditions: time 30 minute. Product: [Na+].FC1=CC=C(C=C1)C1=C(C(CC(C1)(C)C)(C)C)/C=C/C(CC(CC(=O)[O-])O)O ((E)-7-[2-(4-fluorophenyl)-4,4,6,6-tetramethylcyclohexenyl]-3,5-dihydroxy-6-heptenoic acid sodium salt). RXN SMILES: [F:1][C:2]1[CH:7]=[CH:6][C:5]([C:8]2[CH2:13][C:12]([CH3:15])([CH3:14])[CH2:11][C:10]([CH3:17])([CH3:16])[C:9]=2/[CH:18]=[CH:19]/[C@@H:20]2[O:25][C:24](=[O:26])[CH2:23][C@@H:22]([OH:27])[CH2:21]2)=[CH:4][CH:3]=1.[OH-:28].[Na+:29]>C(O)C>[Na+:29].[F:1][C:2]1[CH:3]=[CH:4][C:5]([C:8]2[CH2:13][C:12]([CH3:14])([CH3:15])[CH2:11][C:10]([CH3:17])([CH3:16])[C:9]=2/[CH:18]=[CH:19]/[CH:20]([OH:28])[CH2:21][CH:22]([OH:27])[CH2:23][C:24]([O-:25])=[O:26])=[CH:6][CH:7]=1 |f:1.2,4.5|. Procedure: To a solution of 1.17 g (3.14 mmoles) of the lactone prepared in Step 11, and 21 ml of ethanol was added 3.14 ml of 1N NaOH (3.14 mmoles). After stirring for 30 minutes, the ethanol was removed in vacuo. The residue was redissolved in 50 ml of HPLC grade H2O and extracted twice with hexane. The water layer was freeze-dried to yield a white powder. M.P. 160°-190° C. (dec). Reactants: CCOC(=O)C1(C(=O)OCC)CC1, CC(C)(C)[Si](C)(C)Oc1ccc(C(Cc2ccccc2)=NO)cc1, [Li]CCCC, C1CCOC1, CCCCC. The product is CCOC(=O)C1(C2(O)ON=C(c3ccc(O[Si](C)(C)C(C)(C)C)cc3)C2c2ccccc2)CC1. RXN SMILES: [C:30]1([C:33](=[O:34])[O:35][CH2:36][CH3:37])([C:38](=[O:39])[O:40][CH2:41][CH3:42])[CH2:31][CH2:32]1.[C:6]([CH3:7])([CH3:8])([CH3:9])[Si:10]([O:11][c:12]1[cH:13][cH:14][c:15]([C:18]([CH2:19][c:20]2[cH:21][cH:22][cH:23][cH:24][cH:25]2)=[N:26][OH:27])[cH:16][cH:17]1)([CH3:28])[CH3:29].[CH2:1]([Li:2])[CH2:3][CH2:4][CH3:5].[CH2:48]1[O:49][CH2:50][CH2:51][CH2:52]1.[CH3:43][CH2:44][CH2:45][CH2:46][CH3:47]>>[C:6]([CH3:7])([CH3:8])([CH3:9])[Si:10]([O:11][c:12]1[cH:13][cH:14][c:15]([C:18]2=[N:26][O:27][C:38]([C:30]3([C:33](=[O:34])[O:35][CH2:36][CH3:37])[CH2:31][CH2:32]3)([OH:39])[CH:19]2[c:20]2[cH:21][cH:22][cH:23][cH:24][cH:25]2)[cH:16][cH:17]1)([CH3:28])[CH3:29]. Reactants: C1(CC1)C(C(=O)O)OC1=CC=CC2=CC=CC=C12 (2-cyclopropyl-2-(1-naphthalenyloxy)acetic acid), ClC1=CC=C(N)C=C1 (4-chloroaniline), CCN=C=NCCCN(C)C.Cl (EDCI HCl). Run in O (water), C(Cl)Cl (DCM). Conditions: time 12 hour. Product: ClC1=CC=C(C=C1)NC(C(OC1=CC=CC2=CC=CC=C12)C1CC1)=O (N-(4-chlorophenyl)-2-cyclopropyl-2-(1-naphthalenyloxy)acetamide). The yield is 85.8%. As a reaction SMILES: [CH:1]1([CH:4]([O:8][C:9]2[C:18]3[C:13](=[CH:14][CH:15]=[CH:16][CH:17]=3)[CH:12]=[CH:11][CH:10]=2)[C:5]([OH:7])=O)[CH2:3][CH2:2]1.[Cl:19][C:20]1[CH:26]=[CH:25][C:23]([NH2:24])=[CH:22][CH:21]=1.CCN=C=NCCCN(C)C.Cl>C(Cl)Cl.O>[Cl:19][C:20]1[CH:26]=[CH:25][C:23]([NH:24][C:5](=[O:7])[CH:4]([CH:1]2[CH2:2][CH2:3]2)[O:8][C:9]2[C:18]3[C:13](=[CH:14][CH:15]=[CH:16][CH:17]=3)[CH:12]=[CH:11][CH:10]=2)=[CH:22][CH:21]=1 |f:2.3|. Procedure details: To a solution of 2-cyclopropyl-2-(1-naphthalenyloxy)acetic acid (120 mg, 0.49 mmol) and 4-chloroaniline (44.0 μL, 0.49 mmol) in anhydrous DCM (10 mL) under N2 cooled at 0° C. was added EDCI-HCl (187.9 mg, 0.98 mmol) portion wise. The resulting solution was stirred at room temperature for 12 h. The reaction mixture was diluted with water (50 mL) and extracted with ethyl acetate (3×100 mL). The organic extracts were combined, washed with brine, dried over anhydrous MgSO4, filtered, and concentrate... The reactants are CCO, O=[N+]([O-])c1cnc2ccccc2c1NCC1(O)CCC1, [OH-], [OH-], [Pd+2]. Yields the product Nc1cnc2ccccc2c1NCC1(O)CCC1. Reaction SMILES: [CH3:21][CH2:22][OH:23].[N+:1]([O-:2])(=[O:3])[c:4]1[cH:5][n:6][c:7]2[cH:8][cH:9][cH:10][cH:11][c:12]2[c:13]1[NH:14][CH2:15][C:16]1([OH:20])[CH2:17][CH2:18][CH2:19]1.[OH-:24].[OH-:26].[Pd+2:25]>>[NH2:1][c:4]1[cH:5][n:6][c:7]2[cH:8][cH:9][cH:10][cH:11][c:12]2[c:13]1[NH:14][CH2:15][C:16]1([OH:20])[CH2:17][CH2:18][CH2:19]1.